Dataset: the Open Reaction Database (ORD), a public repository of structured organic reaction records. Task: describe an organic reaction: reactants, conditions, products, and yield Starting materials: C(C)OC([C@H](CC1=CC=C(C=C1)OCCBr)OC)=O ((2S)-3-[4-(2-bromo-ethoxy)-phenyl]-2-methoxy-propionic acid ethyl ester), N1(CCCC1)C1=C(C=CC=C1)O (2-pyrrolidin-1-yl-phenol), CO[C@H](C(=O)O)CC1=CC=C(C=C1)OCCCOC1=CC=CC=C1 ((2S)-2-methoxy-3-[4-(3-phenoxy-propoxy)-phenyl]-propionic acid). Yields the product CO[C@H](C(=O)O)CC1=CC=C(C=C1)OCCOC1=C(C=CC=C1)N1CCCC1 ((2S)-2-methoxy-3-{4-[2-(2-pyrrolidin-1-yl-phenoxy)-ethoxy]-phenyl}-propionic acid). RXN SMILES: C([O:3][C:4](=[O:19])[C@@H:5]([O:17][CH3:18])[CH2:6][C:7]1[CH:12]=[CH:11][C:10]([O:13][CH2:14][CH2:15]Br)=[CH:9][CH:8]=1)C.[N:20]1([C:25]2[CH:30]=[CH:29][CH:28]=[CH:27][C:26]=2[OH:31])[CH2:24][CH2:23][CH2:22][CH2:21]1.CO[C@@H](CC1C=CC(OCCCOC2C=CC=CC=2)=CC=1)C(O)=O>>[CH3:18][O:17][C@@H:5]([CH2:6][C:7]1[CH:8]=[CH:9][C:10]([O:13][CH2:14][CH2:15][O:31][C:26]2[CH:27]=[CH:28][CH:29]=[CH:30][C:25]=2[N:20]2[CH2:24][CH2:23][CH2:22][CH2:21]2)=[CH:11][CH:12]=1)[C:4]([OH:3])=[O:19]. Procedure: The title compound was prepared from (2S)-3-[4-(2-bromo-ethoxy)-phenyl]-2-methoxy-propionic acid ethyl ester (Example 283, Step 2) and 2-pyrrolidin-1-yl-phenol via the same procedure used for the preparation of (2S)-2-methoxy-3-[4-(3-phenoxy-propoxy)-phenyl]-propionic acid (Example 285, Step 1), to produce a yellow oil. Starting materials: C1=NC=CC2=C(C=CC=C12)NC=1C(C(C1OCC)=O)=O (3-(isoquinolin-5-ylamino)-4-ethoxy-cyclobut-3-ene-1,2-dione), N (ammonia). Solvent: C(C)O (ethanol). Run at temperature 45 celsius. Yields the product NC=1C(C(C1NC1=C2C=CN=CC2=CC=C1)=O)=O (3- Amino-4-(isoquinolin-5-ylamino)-cyclobut-3-ene-1,2-dione). Isolated yield 77.0%. RXN SMILES: [CH:1]1[C:10]2[C:5](=[C:6]([NH:11][C:12]3[C:13](=[O:20])[C:14](=[O:19])[C:15]=3OCC)[CH:7]=[CH:8][CH:9]=2)[CH:4]=[CH:3][N:2]=1.[NH3:21]>C(O)C>[NH2:21][C:15]1[C:14](=[O:19])[C:13](=[O:20])[C:12]=1[NH:11][C:6]1[CH:7]=[CH:8][CH:9]=[C:10]2[C:5]=1[CH:4]=[CH:3][N:2]=[CH:1]2. Reported procedure: A suspension of the the product from Example 8, Step 1 (0.190 g, 0.700 mmol) in ethanol (3.5 mL) was saturated with ammonia, capped, and heated to 45° C. for three hours. The mixture was cooled, concentrated, and triturated with diethylether. Crude product was recrystallized from dimethylformamide/water to give 0.129 g (77%) of the title compound as a pale yellow solid, one-eighth hydrate: mp 215° C.; 1H NMR (DMSO-d6): δ9.87 (s, 1H), 9.34 (s, 1H), 8.60 (d, 1H), 7.40-8.60 (broad signal, NH2), 8.0... Reactants: BrCCCCCBr, O=C([O-])[O-], CCC(C)=O, ClC(Cl)Cl, [K+], [K+], CC(=O)Nc1ccc(O)cc1. Yields the product CC(=O)Nc1ccc(OCCCCCBr)cc1. Reaction SMILES: [Br:12][CH2:13][CH2:14][CH2:15][CH2:16][CH2:17][Br:18].[C:19](=[O:20])([O-:21])[O-:22].[CH3:25][C:26]([CH2:27][CH3:28])=[O:29].[CH:30]([Cl:31])([Cl:32])[Cl:33].[K+:23].[K+:24].[OH:1][c:2]1[cH:3][cH:4][c:5]([NH:8][C:9]([CH3:10])=[O:11])[cH:6][cH:7]1>>[O:1]([c:2]1[cH:3][cH:4][c:5]([NH:8][C:9]([CH3:10])=[O:11])[cH:6][cH:7]1)[CH2:17][CH2:16][CH2:15][CH2:14][CH2:13][Br:12]. The reactants are COc1ccc(O)cc1, CC(C)=O, N#CCCl, [K+], [K+], O=C([O-])[O-]. Product: COc1ccc(OCC#N)cc1. Reaction SMILES: [CH3:1][O:2][c:3]1[cH:4][cH:5][c:6]([OH:9])[cH:7][cH:8]1.[CH3:20][C:21](=[O:22])[CH3:23].[Cl:10][CH2:11][C:12]#[N:13].[K+:14].[K+:15].[O-:16][C:17]([O-:18])=[O:19]>>[CH3:1][O:2][c:3]1[cH:4][cH:5][c:6]([O:9][CH2:11][C:12]#[N:13])[cH:7][cH:8]1.